This data is from the Open Reaction Database (ORD), a public repository of structured organic reaction records. The task is: describe an organic reaction: reactants, conditions, products, and yield Reactants: CO, CN(C)CCC(=O)c1ccccc1, Cl, NN, [Na+], [OH-], O. The product is c1ccc(C2=NNCC2)cc1. Reaction SMILES: [CH3:20][OH:21].[CH3:2][N:3]([CH2:4][CH2:5][C:6]([c:8]1[cH:9][cH:10][cH:11][cH:12][cH:13]1)=[O:14])[CH3:7].[ClH:1].[NH2:16][NH2:17].[Na+:19].[OH-:18].[OH2:15]>>[NH:3]1[CH2:4][CH2:5][C:6]([c:8]2[cH:9][cH:10][cH:11][cH:12][cH:13]2)=[N:16]1. The reactants are CN(C1(CCC(CC1)=O)C1=CC=C(C=C1)OC)C (4-dimethylamino-4-(4-methoxy-phenyl)-cyclohexanone), [C-]#N.[K+] (potassium cyanide), CN (methylamine), Cl (hydrochloric acid). Solvent: CO (methanol), O (water), CO (methanol). Run at time 3 day. The product is CN(C1(CCC(CC1)(C#N)NC)C1=CC=C(C=C1)OC)C (4-dimethylamino-4-(4-methoxy-phenyl)-1-methylamino-cyclohexane carbonitrile). RXN SMILES: [CH3:1][NH2:2].Cl.[CH3:4][N:5]([CH3:21])[C:6]1([C:13]2[CH:18]=[CH:17][C:16]([O:19][CH3:20])=[CH:15][CH:14]=2)[CH2:11][CH2:10][C:9](=O)[CH2:8][CH2:7]1.[C-:22]#[N:23].[K+]>CO.O>[CH3:4][N:5]([CH3:21])[C:6]1([C:13]2[CH:18]=[CH:17][C:16]([O:19][CH3:20])=[CH:15][CH:14]=2)[CH2:11][CH2:10][C:9]([NH:23][CH3:22])([C:1]#[N:2])[CH2:8][CH2:7]1 |f:3.4|. Procedure details: 40% aqueous methylamine solution (3.50 mL, 40.1 mmol) was added in drops to a mixture of 4N hydrochloric acid (1.98 mL) and methanol (2.3 mL) with ice cooling. A solution of the title compound from step 2 (2.00 mg, 8.09 mmol) in methanol (30 mL) and potassium cyanide (1.32 g, 20.3 mmol) were then added. The mixture was stirred for 3 d at RT and then after adding water (10 mL) was extracted 4× with ether. The combined organic phases were dried over Na2SO4 and concentrated to low volume in a vacuu... Reactants: Cl (hydrochloric acid), C(C)(=O)N1CC(CCC1)C(=O)C1=CC=C(C=C1)N1C(C2=CC=CC=C2C1=O)=O (2-[4-[(1-acetyl-3-piperidinyl)carbonyl]phenyl]-1H-isoindol-1,3 (2H)-dione). Run at temperature 100 celsius, time 16 hour. Yields the product NC1=CC=C(C=C1)C(=O)C1CNCCC1 ((4-aminophenyl) (3-piperidinyl)methanone). Yield: 78.1%. Reaction SMILES: Cl.C([N:5]1[CH2:10][CH2:9][CH2:8][CH:7]([C:11]([C:13]2[CH:18]=[CH:17][C:16]([N:19]3C(=O)C4C(=CC=CC=4)C3=O)=[CH:15][CH:14]=2)=[O:12])[CH2:6]1)(=O)C>>[NH2:19][C:16]1[CH:17]=[CH:18][C:13]([C:11]([CH:7]2[CH2:8][CH2:9][CH2:10][NH:5][CH2:6]2)=[O:12])=[CH:14][CH:15]=1. Reported procedure: Concentrated hydrochloric acid (53 ml) was added to 2-[4-[(1-acetyl-3-piperidinyl)carbonyl]phenyl]-1H-isoindol-1,3 (2H)-dione (4.00 g, 10.6 mmol) obtained in Reference Example 76, which was stirred at 100° C. for 16 hours, and then insoluble matters were filtered off. Potassium carbonate was added to the filtrate to make it alkaline, and extraction was conducted using ethyl acetate. The extract was washed with saturated aqueous sodium chloride solution, dried over anhydrous sodium sulfate, and t... Starting materials: C(C)(C)N(CC)C(C)C (diisopropylethylamine), Cl.NC=1N=C2N(N=C3CC(SC(N1)=C32)C(=O)O)CC3=NC=C(C(=C3C)OC)C (4-amino-2-[(4-methoxy-3,5-dimethylpyridin-2-yl)methyl]-7,8-dihydro-2H-6-thia-1,2,3,5-tetraazaacenaphthylene-7-carboxylic acid hydrochloride), Cl.CN(CCCN=C=NCC)C (1-(3-dimethylaminopropyl)-3-ethylcarbodiimide hydrochloride), Cl.CN (methylamine hydrochloride), O.ON1N=NC2=C1C=CC=C2 (1-hydroxybenzotriazole monohydrate), [OH-].[Na+] (sodium hydroxide). Reaction conditions: time 48 hour. Product: NC=1N=C2N(N=C3CC(SC(N1)=C32)C(=O)NC)CC3=NC=C(C(=C3C)OC)C (4-Amino-2-[(4-methoxy-3,5-dimethylpyridin-2-yl)methyl]-N-methyl-7,8-dihydro-2H-6-thia-1,2,3,5-tetraazaacenaphthylene-7-carboxamide). Solvent: CN(C=O)C (N,N-dimethylformamide). Procedure details: A mixture composed of 4-amino-2-[(4-methoxy-3,5-dimethylpyridin-2-yl)methyl]-7,8-dihydro-2H-6-thia-1,2,3,5-tetraazaacenaphthylene-7-carboxylic acid hydrochloride of Example 8 (42 mg), methylamine hydrochloride (13 mg), 1-hydroxybenzotriazole monohydrate (14 mg), 1-(3-dimethylaminopropyl)-3-ethylcarbodiimide hydrochloride (35 mg), diisopropylethylamine (79 μL) and dehydrated N,N-dimethylformamide (1 mL) was stirred at room temperature for 48 hours. A 0.5 N sodium hydroxide solution was added to t... As a reaction SMILES: Cl.[NH2:2][C:3]1[N:4]=[C:5]2[C:14]3[C:8]([CH2:9][CH:10]([C:15]([OH:17])=O)[S:11][C:12]=3[N:13]=1)=[N:7][N:6]2[CH2:18][C:19]1[C:24]([CH3:25])=[C:23]([O:26][CH3:27])[C:22]([CH3:28])=[CH:21][N:20]=1.Cl.CN.O.O[N:34]1[C:38]2C=CC=CC=2N=N1.Cl.CN(C)CCCN=C=NCC.C(N(C(C)C)CC)(C)C.[OH-].[Na+]>CN(C)C=O>[NH2:2][C:3]1[N:4]=[C:5]2[C:14]3[C:8]([CH2:9][CH:10]([C:15]([NH:34][CH3:38])=[O:17])[S:11][C:12]=3[N:13]=1)=[N:7][N:6]2[CH2:18][C:19]1[C:24]([CH3:25])=[C:23]([O:26][CH3:27])[C:22]([CH3:28])=[CH:21][N:20]=1 |f:0.1,2.3,4.5,6.7,9.10|. Yield: 49.0%. Reactants: solution, [OH-].[K+] (potassium hydroxide), O[C@H]1[C@@H](O[C@@H]([C@H]1O)COC)N1C2=NC(=NC(=C2N=C1)NCC(C1=CC=CC=C1)C1=CC=CC=C1)CNS(=O)(=O)CC(C)C (N-({9-[(2R,3R,4S,5R)-3,4-Dihydroxy-5-(methoxymethyl)tetrahydro-2-furanyl]-6-[(2,2-diphenylethyl)amino]-9H-purin-2-yl}methyl)-2-methyl-1-propanesulfonamide). Solvent: C(C)(C)O (isopropyl alcohol). The product is O[C@H]1[C@@H](O[C@@H]([C@H]1O)COC)N1C2=NC(=NC(=C2N=C1)NCC(C1=CC=CC=C1)C1=CC=CC=C1)CN(S(=O)(=O)[O-])CC(C)C.[K+] (Potassium N-({9-[(2R,3R,4S,5R)-3,4-dihydroxy-5-(methoxymethyl)tetrahydro-2-furanyl]-6-[(2,2-diphenylethyl)amino]-9H-purin-2-yl}methyl)-2-methyl-1-propanesulfamate). Isolated yield 145.1%. As a reaction SMILES: [OH:1][C@@H:2]1[C@H:6]([OH:7])[C@@H:5]([CH2:8][O:9][CH3:10])[O:4][C@H:3]1[N:11]1[CH:19]=[N:18][C:17]2[C:12]1=[N:13][C:14]([CH2:35][NH:36][S:37](CC(C)C)(=[O:39])=[O:38])=[N:15][C:16]=2[NH:20][CH2:21][CH:22]([C:29]1[CH:34]=[CH:33][CH:32]=[CH:31][CH:30]=1)[C:23]1[CH:28]=[CH:27][CH:26]=[CH:25][CH:24]=1.[OH-:44].[K+:45]>C(O)(C)C>[OH:1][C@@H:2]1[C@H:6]([OH:7])[C@@H:5]([CH2:8][O:9][CH3:10])[O:4][C@H:3]1[N:11]1[CH:19]=[N:18][C:17]2[C:12]1=[N:13][C:14]([CH2:35][N:36]([CH2:21][CH:22]([CH3:29])[CH3:23])[S:37]([O-:38])(=[O:44])=[O:39])=[N:15][C:16]=2[NH:20][CH2:21][CH:22]([C:29]1[CH:34]=[CH:33][CH:32]=[CH:31][CH:30]=1)[C:23]1[CH:28]=[CH:27][CH:26]=[CH:25][CH:24]=1.[K+:45] |f:1.2,4.5|. Procedure details: N-({9-[(2R,3R,4S,5R)-3,4-dihydroxy-5-(methoxymethyl)tetrahydro-2-furanyl]-6-[(2,2-diphenylethyl)amino]-9H-purin-2-yl}methyl)-2-methyl-1-propanesulfonamide (example 15) (1.9 g, 3.11 mmol) was dissolved into isopropyl alcohol (20 ml) and a 4 molar solution of potassium hydroxide (0.9 ml, 3.11 mmol) added. The isopropyl alcohol was removed by evaporation under reduced pressure and more isopropyl alcohol (20 ml) added to the residue, then the solvent removed under reduced pressure again. The residue... The reactants are Cl (HCl), CC(=CCCC1=CCC(CC1)CCC1=CC=C(C=C1)O)C (4-[2-(4-(4-Methyl-3-pentenyl)-3-cyclohexenyl)ethyl]phenol), S(=O)(=O)([O-])C1=CC=C(C)C=C1 (tosylate), C([O-])([O-])=O.[Cs+].[Cs+] (cesium carbonate). The solvent is CN(C=O)C (dimethylforrnamide). Run at time 8 hour. Yields the product CC(=CCCC1=CCC(CC1)CCC1=CC=C(C=C1)OCC1CC=C(CC1)CCCCC)C (4-[2-(4-(4-Methyl-3-pentenyl)-3-cyclohexenyl)ethyl]-1-(4-pentyl-3-cyclohexenyl)methoxybenzene). Reaction SMILES: [CH3:1][C:2]([CH3:21])=[CH:3][CH2:4][CH2:5][C:6]1[CH2:11][CH2:10][CH:9]([CH2:12][CH2:13][C:14]2[CH:19]=[CH:18][C:17](O)=[CH:16][CH:15]=2)[CH2:8][CH:7]=1.S([C:26]1[CH:32]=[CH:31][C:29]([CH3:30])=[CH:28][CH:27]=1)([O-])(=O)=O.[C:33](=[O:36])([O-])[O-].[Cs+].[Cs+].Cl>CN(C)C=O>[CH3:1][C:2]([CH3:21])=[CH:3][CH2:4][CH2:5][C:6]1[CH2:11][CH2:10][CH:9]([CH2:12][CH2:13][C:14]2[CH:19]=[CH:18][C:17]([O:36][CH2:33][CH:26]3[CH2:32][CH2:31][C:29]([CH2:30][CH2:1][CH2:2][CH2:3][CH3:4])=[CH:28][CH2:27]3)=[CH:16][CH:15]=2)[CH2:8][CH:7]=1 |f:2.3.4|. Procedure details: To a round-bottom flask equipped with a stirbar is added phenol 2G (R=4-Methyl-3-pentenyl) (5 g), tosylate 1H (R=n-pentyl) (5.95 g), cesium carbonate (7.45 g), and anhydrous dimethylforrnamide (50 mL). The reaction mixture is stirred overnight. It is then poured into 50 mL dilute HCl, and extracted with 1:1 hexanes:ethyl acetate. The combined organic layers are washed with brine and dried over potassium carbonate, and the solution is concentrated in vacuo. Filtration through silica gel using 10%... Starting materials: ClC=1NC(=C2N=CN=C2N1)NC1=CC=C(C(=O)OCC)C=C1 (Ethyl 4-[(2-chloro-1H-purin-6-yl)amino]benzoate), NC1=CC=C(C(=O)OCC)C=C1 (ethyl 4-aminobenzoate). The product is C(C)OC(=O)C1=CC=C(C=C1)NC1=NC(=C2N=CNC2=N1)NC1=CC=C(C(=O)OCC)C=C1 (Ethyl 4-[[2-[[4-(ethoxycarbonyl)phenyl]amino]-9H-purin-6-yl]amino]benzoate). Yield: 54.1%. RXN SMILES: Cl[C:2]1[NH:3][C:4]([NH:11][C:12]2[CH:22]=[CH:21][C:15]([C:16]([O:18][CH2:19][CH3:20])=[O:17])=[CH:14][CH:13]=2)=[C:5]2[C:9]([N:10]=1)=[N:8][CH:7]=[N:6]2.[NH2:23][C:24]1[CH:34]=[CH:33][C:27]([C:28]([O:30][CH2:31][CH3:32])=[O:29])=[CH:26][CH:25]=1>>[CH2:31]([O:30][C:28]([C:27]1[CH:26]=[CH:25][C:24]([NH:23][C:2]2[N:10]=[C:9]3[C:5]([N:6]=[CH:7][NH:8]3)=[C:4]([NH:11][C:12]3[CH:22]=[CH:21][C:15]([C:16]([O:18][CH2:19][CH3:20])=[O:17])=[CH:14][CH:13]=3)[N:3]=2)=[CH:34][CH:33]=1)=[O:29])[CH3:32]. Procedure: The procedure is carried out as in stage 2 of Example 1, using 238 mg of the product obtained in stage 1 of Example 1 and 660 mg of ethyl 4-aminobenzoate in place of trans-1,4-diaminocyclohexane. 181 mg of the expected product are thus obtained.